From a dataset of the Open Reaction Database (ORD), a public repository of structured organic reaction records. describe an organic reaction: reactants, conditions, products, and yield Reactants: FC(C(=O)O)(F)F (Trifluoroacetic Acid), C(C1=CC=CC=C1)N1C2C=C(CC1CC2)C=2C(=C(C#N)C=CC2)OC(C)(C)C (3-(8-benzyl-8-aza-bicyclo[3.2.1]oct-2-en-3-yl)-2-tert-butoxy-benzonitrile), ice water. The solvent is S(O)(O)(=O)=O (sulfuric acid). Conditions: temperature 65 celsius. Yields the product C(C1=CC=CC=C1)N1C2C=C(CC1CC2)C=2C(=C(C(=O)N)C=CC2)O (3-(8-Benzyl-8-aza-bicyclo[3.2.1]oct-2-en-3-yl)-2-hydroxy-benzamide). RXN SMILES: FC(F)(F)C(O)=[O:4].[CH2:8]([N:15]1[CH:20]2[CH2:21][CH2:22][CH:16]1[CH:17]=[C:18]([C:23]1[C:24]([O:31]C(C)(C)C)=[C:25]([CH:28]=[CH:29][CH:30]=1)[C:26]#[N:27])[CH2:19]2)[C:9]1[CH:14]=[CH:13][CH:12]=[CH:11][CH:10]=1>S(=O)(=O)(O)O>[CH2:8]([N:15]1[CH:20]2[CH2:21][CH2:22][CH:16]1[CH:17]=[C:18]([C:23]1[C:24]([OH:31])=[C:25]([CH:28]=[CH:29][CH:30]=1)[C:26]([NH2:27])=[O:4])[CH2:19]2)[C:9]1[CH:14]=[CH:13][CH:12]=[CH:11][CH:10]=1. Procedure details: Trifluoroacetic Acid (50 mL) and sulfuric acid (20 mL) were added to crude 3-(8-benzyl-8-aza-bicyclo[3.2.1]oct-2-en-3-yl)-2-tert-butoxy-benzonitrile (37.53 g, 0.101 mol) and the reaction mixture was heated at 65° C. overnight, poured into ice water and neutralized to pH 7. The aqueous layer was extracted EtOAc (3×) and the solvent was evaporated. The reaction mixture was purified by silica gel chromatography (10 min 7% MeOH:DCM, 10 min 10% MeOH: DCM, ramping to 20% MeOH:DCM over 30 min) to provi... The reactants are OCCN1CCNCC1 (1-(2-hydroxyethyl)-piperazine), C(C=C)O (allyl alcohol), [OH-].[Na+] (sodium hydroxide), C([O-])([O-])=O.[K+].[K+] (potassium carbonate). The solvent is O (water). The product is OCCN1CCN(CC1)CCCO (1-(2-hydroxyethyl)-4-(3-hydroxypropy)piperazine). RXN SMILES: [OH:1][CH2:2][CH2:3][N:4]1[CH2:9][CH2:8][NH:7][CH2:6][CH2:5]1.[CH2:10]([OH:13])[CH:11]=[CH2:12].[OH-].[Na+].C(=O)([O-])[O-].[K+].[K+]>O>[OH:1][CH2:2][CH2:3][N:4]1[CH2:9][CH2:8][N:7]([CH2:12][CH2:11][CH2:10][OH:13])[CH2:6][CH2:5]1 |f:2.3,4.5.6|. Procedure details: 1-(2-hydroxyethyl)-piperazine, 26 grams, freshly distilled allyl alcohol, 36 g and sodium hydroxide, 8 g are heated to 118°-120° C. for 36 hours. The viscous reaction mixture is taken up into 250 ml water, and solid potassium carbonate is added to saturate the warmed solution. A yellow oil, the product, rises to the top. It is extracted with tetrahydrofuran, the solvent evaporated, the residue dissolved in ethanol, the solution filtered, and the ethanol evaporated under vacuum to a thick oil, wh... Reactants: O=C(C(=O)O)CCC(=O)O (2-oxoglutaric acid), Cl.NCC(=O)N (glycinamide hydrochloride), [OH-].[Na+] (sodium hydroxide), O (water). The product is C(=O)(O)C1(NCC(N1)=O)CCC(=O)O (2-Carboxy-4-oxo-2-imidazolidinepropanoic acid). The yield is 42.9%. As a reaction SMILES: O=[C:2]([CH2:6][CH2:7][C:8]([OH:10])=[O:9])[C:3]([OH:5])=[O:4].Cl.[NH2:12][CH2:13][C:14]([NH2:16])=[O:15].[OH-].[Na+].O>>[C:3]([C:2]1([CH2:6][CH2:7][C:8]([OH:10])=[O:9])[NH:16][C:14](=[O:15])[CH2:13][NH:12]1)([OH:5])=[O:4] |f:1.2,3.4|. Procedure details: A solution of 2-oxoglutaric acid (10 g, 0.068 mol), glycinamide hydrochloride (8.3 g, 0.075 mol) and sodium hydroxide (8.2 g, 0.205 mol) in water (120 mol) was refluxed for 4 hours. After cooling the solution was adjusted to pH 2.5 and the resulting precipitate was collected and dried under vacuum at 60° C. to afford 5.9 g (43%) of the title compound, m.p. 202°-205° C. NMR (DMSO-d6): deltaH =8.5 (s, 1H, CONH); 7.00-4.00 (b.s., 3H, NH, COOH); 3.22 and 3.18 (ABq, J=16 Hz, 2H, NHCH2CO); 2.40-1.75 (... The reactants are COC(=O)c1cnc(Oc2ccc(C(C)C(O)(c3ccc(=O)n(C)c3)C(F)(F)F)c(Cl)c2)cc1C(F)(F)F, CCOC(C)=O, Cl, [Na+], C1CCOC1, [OH-]. Product: CC(c1ccc(Oc2cc(C(F)(F)F)c(C(=O)O)cn2)cc1Cl)C(O)(c1ccc(=O)n(C)c1)C(F)(F)F. As a reaction SMILES: [CH3:1][O:2][C:3]([c:4]1[cH:5][n:6][c:7]([O:14][c:15]2[cH:16][c:17]([Cl:37])[c:18]([CH:21]([C:22]([C:23]([F:24])([F:25])[F:26])([c:27]3[cH:28][n:29]([CH3:34])[c:30](=[O:33])[cH:31][cH:32]3)[OH:35])[CH3:36])[cH:19][cH:20]2)[cH:8][c:9]1[C:10]([F:11])([F:12])[F:13])=[O:38].[CH3:42][CH2:43][O:44][C:45]([CH3:46])=[O:47].[ClH:41].[Na+:40].[O:48]1[CH2:49][CH2:50][CH2:51][CH2:52]1.[OH-:39]>>[O:2]=[C:3]([c:4]1[cH:5][n:6][c:7]([O:14][c:15]2[cH:16][c:17]([Cl:37])[c:18]([CH:21]([C:22]([C:23]([F:24])([F:25])[F:26])([c:27]3[cH:28][n:29]([CH3:34])[c:30](=[O:33])[cH:31][cH:32]3)[OH:35])[CH3:36])[cH:19][cH:20]2)[cH:8][c:9]1[C:10]([F:11])([F:12])[F:13])[OH:38]. Starting materials: F[C@@H]1[C@@H]2C=3C=CC(=CC3C[C@H]([C@H]2[C@@H]2CCC([C@@]2(C)C1)=O)CCCCCOS(=O)(=O)C1=CC=C(C=C1)C)OC1OCCCC1 (11β-fluoro-3-(tetrahydropyran-2-yloxy)-7α-(5-p-toluenesulphonyloxypentyl)oestra-1,3,5(10)-trien-17-one), CNCCCSCCCC(C(F)(F)F)(F)F (methyl-[3-(4,4,5,5,5-pentafluoropentylthio)propyl]-amine), O (water). The solvent is CN(C)C=O (DMF). Reaction conditions: time 6.5 hour. Product: F[C@@H]1[C@@H]2C=3C=CC(=CC3C[C@H]([C@H]2[C@@H]2CCC([C@@]2(C)C1)=O)CCCCCN(CCCSCCCC(C(F)(F)F)(F)F)C)OC1OCCCC1 (11β-Fluoro-7α-{5-[N-methyl-N-3-(4,4,5,5,5-penta-fluoropentylthio)propylamino]pentyl}-3-(tetrahydro-pyran-2-yloxy)oestra-1,3,5(10)-trien-17-one). RXN SMILES: [F:1][C@H:2]1[CH2:19][C@@:17]2([CH3:18])[C@@H:13]([CH2:14][CH2:15][C:16]2=[O:20])[C@H:12]2[C@H:3]1[C:4]1[CH:5]=[CH:6][C:7]([O:37][CH:38]3[CH2:43][CH2:42][CH2:41][CH2:40][O:39]3)=[CH:8][C:9]=1[CH2:10][C@H:11]2[CH2:21][CH2:22][CH2:23][CH2:24][CH2:25]OS(C1C=CC(C)=CC=1)(=O)=O.[CH3:44][NH:45][CH2:46][CH2:47][CH2:48][S:49][CH2:50][CH2:51][CH2:52][C:53]([F:59])([F:58])[C:54]([F:57])([F:56])[F:55].O>CN(C=O)C>[F:1][C@H:2]1[CH2:19][C@@:17]2([CH3:18])[C@@H:13]([CH2:14][CH2:15][C:16]2=[O:20])[C@H:12]2[C@H:3]1[C:4]1[CH:9]=[CH:8][C:7]([O:37][CH:38]3[CH2:43][CH2:42][CH2:41][CH2:40][O:39]3)=[CH:6][C:5]=1[CH2:10][C@H:11]2[CH2:21][CH2:22][CH2:23][CH2:24][CH2:25][N:45]([CH3:44])[CH2:46][CH2:47][CH2:48][S:49][CH2:50][CH2:51][CH2:52][C:53]([F:59])([F:58])[C:54]([F:55])([F:56])[F:57]. Reported procedure: 2.0 g of 11β-fluoro-3-(tetrahydropyran-2-yloxy)-7α-(5-p-toluenesulphonyloxypentyl)oestra-1,3,5(10)-trien-17-one in 44 ml of DMF are stirred at 80° C. with 1.2 g of methyl-[3-(4,4,5,5,5-pentafluoropentylthio)propyl]-amine. After 6.5 h, the reaction mixture is treated with water. The mixture is extracted with ethyl acetate, washed with saturated sodium chloride solution and concentrated in vacuo. After chromatographing the crude product on silica gel using a methylene chloride-methanol gradient, 1...